Dataset: the Open Reaction Database (ORD), a public repository of structured organic reaction records. Task: describe an organic reaction: reactants, conditions, products, and yield Starting materials: N1=CC=CC(=C1)[C@H]1N(C)CCC1 ((S)-nicotine), BrCCCCCCC1CCCC1 ((6-bromo-hexyl)-cyclopentane). Solvent: CC(=O)O (AcOH). Yields the product Br.[Br-].C1(CCCC1)CCCCCC[N+]1=CC(=CC=C1)[C@H]1N(CCC1)C ((S)-1-(6-cyclopentyl-hexyl)-3-(1-methyl-pyrrolidin-2-yl)-pyridinium bromide hydrobromide salt). Yield: 54.9%. Reaction SMILES: [N:1]1[CH:6]=[C:5]([C@@H:7]2[CH2:12][CH2:11][CH2:10][N:8]2[CH3:9])[CH:4]=[CH:3][CH:2]=1.[Br:13][CH2:14][CH2:15][CH2:16][CH2:17][CH2:18][CH2:19][CH:20]1[CH2:24][CH2:23][CH2:22][CH2:21]1>CC(O)=O>[BrH:13].[Br-:13].[CH:20]1([CH2:19][CH2:18][CH2:17][CH2:16][CH2:15][CH2:14][N+:1]2[CH:2]=[CH:3][CH:4]=[C:5]([C@@H:7]3[CH2:12][CH2:11][CH2:10][N:8]3[CH3:9])[CH:6]=2)[CH2:24][CH2:23][CH2:22][CH2:21]1 |f:3.4.5|. Procedure: To a stirred solution of (S)-nicotine (0.43 g, 2.6 mmol) in AcOH (10 ml) was added (6-bromo-hexyl)-cyclopentane (1.50 g, 6.44 mmol). The mixture was heated at reflux for 3 days. AcOH was evaporated and the residue was recrystallized in ethyl acetate-CHCl3 to afford (S)-1-(6-cyclopentyl-hexyl)-3-(1-methyl-pyrrolidin-2-yl)-pyridinium bromide hydrobromide salt (NCyNB-5) (0.68 g, 54%) as hygroscopic white crystals: 1H NMR (300 MHz, CDCl3) δ 11.74 (1H, s), 10.52 (1H, s), 9.62 (1H, d, J=8.4 Hz), 8.99 ... Reactants: C([O-])(O)=O.[Na+] (sodium bicarbonate), BrC=1C=C(C=NC1)C1(CCCC1)O (1-(5-Bromopyridin-3-yl)cyclopentanol), Cl (hydrochloric acid), O (water). Solvent: C1(=CC=CC=C1)C (toluene). Product: BrC=1C=NC=C(C1)C1=CCCC1 (3-Bromo-5-cyclopenten-1-ylpyridine), solid. Reaction SMILES: [Br:1][C:2]1[CH:3]=[C:4]([C:8]2(O)[CH2:12][CH2:11][CH2:10][CH2:9]2)[CH:5]=[N:6][CH:7]=1.Cl.O.C(=O)(O)[O-].[Na+]>C1(C)C=CC=CC=1>[Br:1][C:2]1[CH:7]=[N:6][CH:5]=[C:4]([C:8]2[CH2:12][CH2:11][CH2:10][CH:9]=2)[CH:3]=1 |f:3.4|. Procedure: A solution of 1-(5-bromopyridin-3-yl)cyclopentanol (8) (1.7 g, 11.3 mmol) in 50 ml of toluene containing 5 ml of concentrated hydrochloric acid is heated at 120° C. for 12 hours with continuous carrying away of the water formed. The mixture is then poured into a saturated aqueous sodium bicarbonate solution and extracted with ethyl acetate. The combined organic phases are washed with water and then with a saturated aqueous sodium chloride solution, dried over sodium sulfate, filtered and concent...